describe an organic reaction: reactants, conditions, products, and yield From a dataset of the Open Reaction Database (ORD), a public repository of structured organic reaction records. The reactants are N (ammonia), CCCCN1CCCC[C@H]1C(=O)NC2=C(C=CC=C2C)C ((S)-bupivacaine), C(CC)(=O)O (propanoic acid), O (water). Solvent: C(C)(=O)OCC (ethyl acetate). Yields the product CCCCN1CCCCC1C(=O)NC=2C(=CC=CC2C)C (bupivacaine). Isolated yield 96.9%. RXN SMILES: [CH3:1][CH2:2][CH2:3][CH2:4][N:5]1[C@H:10]([C:11]([NH:13][C:14]2[C:19]([CH3:20])=[CH:18][CH:17]=[CH:16][C:15]=2[CH3:21])=[O:12])[CH2:9][CH2:8][CH2:7][CH2:6]1.C(O)(=O)CC.O.N>C(OCC)(=O)C>[CH3:1][CH2:2][CH2:3][CH2:4][N:5]1[CH:10]([C:11]([NH:13][C:14]2[C:19]([CH3:20])=[CH:18][CH:17]=[CH:16][C:15]=2[CH3:21])=[O:12])[CH2:9][CH2:8][CH2:7][CH2:6]1. Procedure details: A stirred mixture of (S)-bupivacaine (0.140 g, 0.49 mmol) and propanoic acid (3.5 ml) was heated to reflux under a nitrogen atmosphere for 7 hours. The resulting solution was cooled and then poured into a mixture of distilled water (20 ml) and ethyl acetate (20 ml). Aqueous ammonia (28% w/v) was added until the pH of the aqueous layer was 10. The organic layer was separated and the aqueous layer extracted with ethyl acetate (20 ml). The combined organic extracts were washed with distilled water ... The reactants are ClC1=C(OC2C(NC=CC2)=O)C=C(C(=C1)F)N1C(N(C(=CC1=O)C(F)(F)F)C)=O (3-[2-chloro-4-fluoro-5-(3-methyl-2,6-dioxo-4-trifluoromethyl-1,2,3,6-tetrahydropyrimidin-1-yl)phenoxy]-3,4-dihydro-1H-pyridin-2-one), O1CCCC1 (tetrahydrofuran), C1(=C(C(=O)C(=O)C(=C1Cl)Cl)Cl)Cl (o-chloranil). Solvent: O (water). Run at time 1 hour. Yields the product ClC1=C(OC=2C(NC=CC2)=O)C=C(C(=C1)F)N1C(N(C(=CC1=O)C(F)(F)F)C)=O (3-[2-chloro-4-fluoro-5-(3-methyl-2,6-dioxo-4-trifluoromethyl-1,2,3,6-tetrahydropyrimidin-1-yl)phenoxy]-1H-pyridin-2-one). Yield: 50.2%. As a reaction SMILES: [Cl:1][C:2]1[CH:15]=[C:14]([F:16])[C:13]([N:17]2[C:22](=[O:23])[CH:21]=[C:20]([C:24]([F:27])([F:26])[F:25])[N:19]([CH3:28])[C:18]2=[O:29])=[CH:12][C:3]=1[O:4][CH:5]1[CH2:10][CH:9]=[CH:8][NH:7][C:6]1=[O:11].O1CCCC1.C1(Cl)C(Cl)=C(Cl)C(=O)C(=O)C=1Cl>O>[Cl:1][C:2]1[CH:15]=[C:14]([F:16])[C:13]([N:17]2[C:22](=[O:23])[CH:21]=[C:20]([C:24]([F:27])([F:26])[F:25])[N:19]([CH3:28])[C:18]2=[O:29])=[CH:12][C:3]=1[O:4][C:5]1[C:6](=[O:11])[NH:7][CH:8]=[CH:9][CH:10]=1. Reported procedure: A mixture of 144 mg of 3-[2-chloro-4-fluoro-5-(3-methyl-2,6-dioxo-4-trifluoromethyl-1,2,3,6-tetrahydropyrimidin-1-yl)phenoxy]-3,4-dihydro-1H-pyridin-2-one, 0.66 ml of tetrahydrofuran and 163 mg of o-chloranil was refluxed with stirring for one hour. The reaction mixture was cooled to room temperature, and then water was poured therein and the mixture was extracted with ethyl acetate. The organic layer was dried over anhydrous magnesium sulfate and concentrated. The residue was subjected to silic... Reactants: [Al+3], N#CC1(O)C2CC3CC(C2)CC1C3, [H-], [H-], [H-], [H-], [Li+]. Yields the product NCC1(O)C2CC3CC(C2)CC1C3. Reaction SMILES: [Al+3:15].[C:1](#[N:2])[C:3]1([OH:13])[CH:4]2[CH2:5][CH:6]3[CH2:7][CH:8]([CH2:9][CH:10]1[CH2:11]3)[CH2:12]2.[H-:14].[H-:17].[H-:18].[H-:19].[Li+:16]>>[CH2:1]([NH2:2])[C:3]1([OH:13])[CH:4]2[CH2:5][CH:6]3[CH2:7][CH:8]([CH2:9][CH:10]1[CH2:11]3)[CH2:12]2. Starting materials: ClC(Cl)Cl, N#CBr, c1ccc2c(c1)CNCc1ccccc1-2. The product is N#CN1Cc2ccccc2-c2ccccc2C1. RXN SMILES: [CH:19]([Cl:20])([Cl:21])[Cl:22].[N:1]#[C:2][Br:3].[cH:4]1[cH:5][cH:6][cH:7][c:8]2[c:14]1-[c:13]1[c:12]([cH:18][cH:17][cH:16][cH:15]1)[CH2:11][NH:10][CH2:9]2>>[N:1]#[C:2][N:10]1[CH2:9][c:8]2[cH:7][cH:6][cH:5][cH:4][c:14]2-[c:13]2[c:12]([cH:18][cH:17][cH:16][cH:15]2)[CH2:11]1. Reaction SMILES: [F:1][C:2]([F:17])([F:16])[C:3]1[CH:4]=[C:5]([CH2:13][C:14]#[N:15])[CH:6]=[C:7]([C:9]([F:12])([F:11])[F:10])[CH:8]=1.C[Si]([N-][Si](C)(C)C)(C)C.[Na+].Br[CH2:29][C:30]([O:32][CH2:33][CH3:34])=[O:31].O>C1COCC1>[F:1][C:2]([F:16])([F:17])[C:3]1[CH:4]=[C:5]([CH:13]([C:14]#[N:15])[CH2:29][C:30]([O:32][CH2:33][CH3:34])=[O:31])[CH:6]=[C:7]([C:9]([F:10])([F:11])[F:12])[CH:8]=1 |f:1.2|. Run in C1CCOC1 (THF). Yield: 44.9%. Procedure details: 3,5-Bis(trifluoromethyl)-phenylacetonitrile (1.4 mL, 1.0 eq.) was dissolved in THF (20 mL). The reaction mixture was cooled to −78° C. where a solution of NaHMDS (35% in THF) (4.34 mL, 1.05 eq.) was added dropwise. The reaction mixture was allowed to warm to 10° C. and stirred for 15 min. Then it was cooled to −78° C. where ethyl bromoacetate (0.87 mL, 1.0 eq.) was added. The reaction mixture was then allowed to warm to room temperature where it was stirred for 16 h. Reaction mixture was poured ... Reactants: O (water), FC(C=1C=C(C=C(C1)C(F)(F)F)CC#N)(F)F (3,5-Bis(trifluoromethyl)-phenylacetonitrile), BrCC(=O)OCC (ethyl bromoacetate), C[Si](C)(C)[N-][Si](C)(C)C.[Na+] (NaHMDS). Yields the product FC(C=1C=C(C=C(C1)C(F)(F)F)C(CC(=O)OCC)C#N)(F)F (ethyl 3-(3,5-bis(trifluoromethyl)phenyl)-3-cyanopropanoate). Run at temperature 10 celsius, time 15 minute.